From a dataset of the Open Reaction Database (ORD), a public repository of structured organic reaction records. describe an organic reaction: reactants, conditions, products, and yield The reactants are CC(=O)OC(C)c1c(CO)cc2cc(OCc3ccccc3)ccc2c1-c1ccccc1, CC(C)(C)O, CCOC(C)=O, [K+], [K+], O=[Mn](=O)(=O)[O-], [Na+], [Na+], O=P([O-])(O)O, O=S([O-])[O-]. Product: CC(=O)OC(C)c1c(C(=O)O)cc2cc(OCc3ccccc3)ccc2c1-c1ccccc1. As a reaction SMILES: [C:1]([CH3:2])(=[O:3])[O:4][CH:5]([CH3:6])[c:7]1[c:8]([CH2:31][OH:32])[cH:9][c:10]2[cH:11][c:12]([O:23][CH2:24][c:25]3[cH:26][cH:27][cH:28][cH:29][cH:30]3)[cH:13][cH:14][c:15]2[c:16]1-[c:17]1[cH:18][cH:19][cH:20][cH:21][cH:22]1.[C:51]([OH:52])([CH3:53])([CH3:54])[CH3:55].[CH3:56][CH2:57][O:58][C:59]([CH3:60])=[O:61].[K+:38].[K+:44].[Mn:39]([O-:40])(=[O:41])(=[O:42])=[O:43].[Na+:49].[Na+:50].[P:33](=[O:34])([O-:35])([OH:36])[OH:37].[S:45]([O-:46])([O-:47])=[O:48]>>[C:1]([CH3:2])(=[O:3])[O:4][CH:5]([CH3:6])[c:7]1[c:8]([C:31](=[O:32])[OH:34])[cH:9][c:10]2[cH:11][c:12]([O:23][CH2:24][c:25]3[cH:26][cH:27][cH:28][cH:29][cH:30]3)[cH:13][cH:14][c:15]2[c:16]1-[c:17]1[cH:18][cH:19][cH:20][cH:21][cH:22]1. Starting materials: C1COCCO1, COc1ccc(NC(=O)c2ccc3nc(N4CCN(C(=O)C(Cc5cccs5)NC(=O)OC(C)(C)C)CC4)sc3c2)cc1OC, Cl. Yields the product COc1ccc(NC(=O)c2ccc3nc(N4CCN(C(=O)C(N)Cc5cccs5)CC4)sc3c2)cc1OC, Cl. As a reaction SMILES: [CH2:47]1[O:48][CH2:49][CH2:50][O:51][CH2:52]1.[CH3:1][O:2][c:3]1[cH:4][c:5]([NH:11][C:12](=[O:13])[c:14]2[cH:15][c:16]3[c:17]([n:18][c:19]([N:21]4[CH2:22][CH2:23][N:24]([C:27]([CH:28]([CH2:29][c:30]5[s:31][cH:32][cH:33][cH:34]5)[NH:35][C:36](=[O:37])[O:38][C:39]([CH3:40])([CH3:41])[CH3:42])=[O:43])[CH2:25][CH2:26]4)[s:20]3)[cH:44][cH:45]2)[cH:6][cH:7][c:8]1[O:9][CH3:10].[ClH:46]>>[CH3:1][O:2][c:3]1[cH:4][c:5]([NH:11][C:12](=[O:13])[c:14]2[cH:15][c:16]3[c:17]([n:18][c:19]([N:21]4[CH2:22][CH2:23][N:24]([C:27]([CH:28]([CH2:29][c:30]5[s:31][cH:32][cH:33][cH:34]5)[NH2:35])=[O:43])[CH2:25][CH2:26]4)[s:20]3)[cH:44][cH:45]2)[cH:6][cH:7][c:8]1[O:9][CH3:10].[ClH:46].